Dataset: the Open Reaction Database (ORD), a public repository of structured organic reaction records. Task: describe an organic reaction: reactants, conditions, products, and yield Starting materials: C1CCOC1, COc1ccc(Nc2nc(N)c(-c3cc(C)c(OC)c(C)n3)s2)cc1, O=C=Nc1ccc(F)cc1. Yields the product COc1ccc(Nc2nc(NC(=O)Nc3ccc(F)cc3)c(-c3cc(C)c(OC)c(C)n3)s2)cc1. RXN SMILES: [CH2:36]1[O:37][CH2:38][CH2:39][CH2:40]1.[CH3:1][O:2][c:3]1[c:4]([CH3:25])[cH:5][c:6](-[c:10]2[c:11]([NH2:24])[n:12][c:13]([NH:15][c:16]3[cH:17][cH:18][c:19]([O:22][CH3:23])[cH:20][cH:21]3)[s:14]2)[n:7][c:8]1[CH3:9].[F:26][c:27]1[cH:28][cH:29][c:30]([N:33]=[C:34]=[O:35])[cH:31][cH:32]1>>[CH3:1][O:2][c:3]1[c:4]([CH3:25])[cH:5][c:6](-[c:10]2[c:11]([NH:24][C:34]([NH:33][c:30]3[cH:29][cH:28][c:27]([F:26])[cH:32][cH:31]3)=[O:35])[n:12][c:13]([NH:15][c:16]3[cH:17][cH:18][c:19]([O:22][CH3:23])[cH:20][cH:21]3)[s:14]2)[n:7][c:8]1[CH3:9]. The reactants are O=C([O-])[O-], CS(C)=O, CCOC(=O)c1ccc(F)cc1, [K+], [K+], O, c1nc[nH]n1. The product is CCOC(=O)c1ccc(-n2cncn2)cc1. Reaction SMILES: [C:18](=[O:19])([O-:20])[O-:21].[CH3:25][S:26]([CH3:27])=[O:28].[F:6][c:7]1[cH:8][cH:9][c:10]([C:11](=[O:12])[O:13][CH2:14][CH3:15])[cH:16][cH:17]1.[K+:22].[K+:23].[OH2:24].[nH:1]1[n:2][cH:3][n:4][cH:5]1>>[n:1]1(-[c:7]2[cH:8][cH:9][c:10]([C:11](=[O:12])[O:13][CH2:14][CH3:15])[cH:16][cH:17]2)[n:2][cH:3][n:4][cH:5]1. The reactants are Nc1cccc2ccc(OCc3ccccc3)cc12, [Cl-], Cl, [I-], [K+], O=N[O-], [Na+], [Na+], C1CCOC1, O. Product: Ic1cccc2ccc(OCc3ccccc3)cc12. Reaction SMILES: [CH2:1]([c:2]1[cH:3][cH:4][cH:5][cH:6][cH:7]1)[O:8][c:9]1[cH:10][cH:11][c:12]2[cH:13][cH:14][cH:15][c:16]([NH2:19])[c:17]2[cH:18]1.[Cl-:21].[ClH:28].[I-:27].[K+:26].[N:22]([O-:23])=[O:24].[Na+:20].[Na+:25].[O:30]1[CH2:31][CH2:32][CH2:33][CH2:34]1.[OH2:29]>>[CH2:1]([c:2]1[cH:3][cH:4][cH:5][cH:6][cH:7]1)[O:8][c:9]1[cH:10][cH:11][c:12]2[cH:13][cH:14][cH:15][c:16]([I:27])[c:17]2[cH:18]1. The reactants are ice water, COC1=CC=C(C=C1)[C@@H]1SC2=C(NC([C@@H]1O)=O)C=CC(=C2)Cl ((±)-cis-2-(4-methoxyphenyl)-3-hydroxy-8-chloro-2,3-dihydro-1,5-benzothiazepin-4(5H)-one), [OH-].[K+] (potassium hydroxide), Cl.CN(CCCl)C (2-(dimethylamino)ethyl chloride hydrochloride). Run in CS(=O)C (dimethylsulfoxide). Reaction conditions: time 1 hour. Product: Cl.COC1=CC=C(C=C1)[C@@H]1SC2=C(N(C([C@@H]1O)=O)CCN(C)C)C=CC(=C2)Cl ((±)-cis-2-(4-methoxyphenyl)-3-hydroxy-5-[2-(dimethylamino)ethyl]-8-chloro-2,3-dihydro-1,5-benzothiazepin-4(5H)-one hydrochloride). The yield is 149.9%. RXN SMILES: [CH3:1][O:2][C:3]1[CH:8]=[CH:7][C:6]([C@H:9]2[C@@H:15]([OH:16])[C:14](=[O:17])[NH:13][C:12]3[CH:18]=[CH:19][C:20]([Cl:22])=[CH:21][C:11]=3[S:10]2)=[CH:5][CH:4]=1.[OH-].[K+].Cl.[CH3:26][N:27]([CH3:31])[CH2:28][CH2:29]Cl>CS(C)=O>[ClH:22].[CH3:1][O:2][C:3]1[CH:8]=[CH:7][C:6]([C@H:9]2[C@@H:15]([OH:16])[C:14](=[O:17])[N:13]([CH2:29][CH2:28][N:27]([CH3:31])[CH3:26])[C:12]3[CH:18]=[CH:19][C:20]([Cl:22])=[CH:21][C:11]=3[S:10]2)=[CH:5][CH:4]=1 |f:1.2,3.4,6.7|. Reported procedure: A mixture of 6.72 g of (±)-cis-2-(4-methoxyphenyl)-3-hydroxy-8-chloro-2,3-dihydro-1,5-benzothiazepin-4(5H)-one, 2.58 g of potassium hydroxide and 90 ml of dimethylsulfoxide is stirred at room temperature for one hour. Then, 3.16 g of 2-(dimethylamino)ethyl chloride hydrochloride are added to the mixture, and said mixture is stirred at room temperature for 16 hours. The reaction mixture is poured into ice-water, and the precipitated crystals are collected by filtration and washed with water. The ... The reactants are N1=CC(=CC=C1)OCC1=CC(=C(C(=O)N[C@@H](CCSC)C(=O)O)C=C1)C1=CC=CC=C1 ([4-(3-pyridyloxymethyl)-2-phenylbenzoyl]methionine), C(=O)(N1C=NC=C1)N1C=NC=C1 (carbonyldiimidazole), CS(=O)(=O)N (methanesulfonamide), C1CCC2=NCCCN2CC1 (DBU). Run in C1CCOC1 (THF). Conditions: temperature 47.5 celsius, time 8 hour. Product: CS(=O)(=O)NC([C@@H](NC(C1=C(C=C(C=C1)COC=1C=NC=CC1)C1=CC=CC=C1)=O)CCSC)=O ([4-(3-pyridyloxymethyl)-2-phenylbenzoyl]methionine methylsulfonyl amide). Reaction SMILES: [N:1]1[CH:6]=[CH:5][CH:4]=[C:3]([O:7][CH2:8][C:9]2[CH:25]=[CH:24][C:12]([C:13]([NH:15][C@H:16]([C:21](O)=[O:22])[CH2:17][CH2:18][S:19][CH3:20])=[O:14])=[C:11]([C:26]3[CH:31]=[CH:30][CH:29]=[CH:28][CH:27]=3)[CH:10]=2)[CH:2]=1.C(N1C=CN=C1)(N1C=CN=C1)=O.[CH3:44][S:45]([NH2:48])(=[O:47])=[O:46].C1CCN2C(=NCCC2)CC1>C1COCC1>[CH3:44][S:45]([NH:48][C:21](=[O:22])[C@H:16]([CH2:17][CH2:18][S:19][CH3:20])[NH:15][C:13](=[O:14])[C:12]1[CH:24]=[CH:25][C:9]([CH2:8][O:7][C:3]2[CH:2]=[N:1][CH:6]=[CH:5][CH:4]=2)=[CH:10][C:11]=1[C:26]1[CH:27]=[CH:28][CH:29]=[CH:30][CH:31]=1)(=[O:47])=[O:46]. Reported procedure: A solution in THF (5 mL) of [4-(3-pyridyloxymethyl)-2-phenylbenzoyl]methionine (143 mg, 0.32 mmol), prepared as in Example 235, and carbonyldiimidazole (136 mg, 0.84 mmol) was stirred overnight at 45-50° C. A 1.6 mL aliquot of the reaction mixture was removed and to it was added methanesulfonamide (78 mg, 0.82 mmol) and DBU (0.12 mL, 0.80 mmol) and the mixture was stirred overnight at ambient temperature. The reaction mixture was partitioned between ethty acetate and pH 4 water. The organic phas... Starting materials: NC1=NC(NC(=C1)C)=O (4-amino-6-methyl-1H-pyrimidin-2-one), FC1=CC=C(C=C1)B(O)O (4-fluorophenylboronic acid), NC1=NC(N(C=C1)C1=CC=C(C=C1)F)=O (4-amino-1-(4-fluoro-phenyl)-1H-pyrimidin-2-one), ClCC=1N=C2N(C(N(C=C2)C2=CC=C(C=C2)F)=O)C1 (2-chloromethyl-6-(4-fluoro-phenyl)-6H-imidazo[1,2-c]pyrimidin-5-one). Product: ClCC=1N=C2N(C(N(C(=C2)C)C2=CC=C(C=C2)F)=O)C1 (2-Chloromethyl-6-(4-fluoro-phenyl)-7-methyl-6H-imidazo[1,2-c]pyrimidin-5-one). RXN SMILES: N[C:2]1C=C(C)NC(=O)N=1.FC1C=CC(B(O)O)=CC=1.NC1C=CN(C2C=CC(F)=CC=2)C(=O)N=1.[Cl:35][CH2:36][C:37]1[N:38]=[C:39]2[CH:44]=[CH:43][N:42]([C:45]3[CH:50]=[CH:49][C:48]([F:51])=[CH:47][CH:46]=3)[C:41](=[O:52])[N:40]2[CH:53]=1>>[Cl:35][CH2:36][C:37]1[N:38]=[C:39]2[CH:44]=[C:43]([CH3:2])[N:42]([C:45]3[CH:46]=[CH:47][C:48]([F:51])=[CH:49][CH:50]=3)[C:41](=[O:52])[N:40]2[CH:53]=1. Procedure details: 2-Chloromethyl-6-(4-fluoro-phenyl)-7-methyl-6H-imidazo[1,2-c]pyrimidin-5-one was prepared from 4-amino-6-methyl-1H-pyrimidin-2-one and 4-fluorophenylboronic acid using the methods as described above for the preparation of 4-amino-1-(4-fluoro-phenyl)-1H-pyrimidin-2-one and 2-chloromethyl-6-(4-fluoro-phenyl)-6H-imidazo[1,2-c]pyrimidin-5-one. The reactants are [N+](=O)([O-])C=1C=C(C=CC1)C=C(C(=O)OCC)C(C)=O (2-[(3-nitrophenyl)methylene]-3-oxobutanoic acid, ethyl ester), COC(=N)N.OS(=O)(=O)O (o-methylisourea hydrogen sulfate), C([O-])(O)=O.[Na+] (sodium bicarbonate). Solvent: CN(C=O)C (dimethylformamide), O (water). Reaction conditions: temperature 70 celsius. The product is COC=1NC(=C(C(N1)C1=CC(=CC=C1)[N+](=O)[O-])C(=O)OCC)C (1,4-dihydro-2-methoxy-6-methyl-4-(3-nitrophenyl)-5-pyrimidinecarboxylic acid, ethyl ester). The yield is 61.6%. As a reaction SMILES: [N+:1]([C:4]1[CH:5]=[C:6]([CH:10]=[C:11]([C:17](=O)[CH3:18])[C:12]([O:14][CH2:15][CH3:16])=[O:13])[CH:7]=[CH:8][CH:9]=1)([O-:3])=[O:2].[CH3:20][O:21][C:22]([NH2:24])=[NH:23].OS(O)(=O)=O.C(=O)(O)[O-].[Na+]>CN(C)C=O.O>[CH3:20][O:21][C:22]1[NH:24][C:17]([CH3:18])=[C:11]([C:12]([O:14][CH2:15][CH3:16])=[O:13])[CH:10]([C:6]2[CH:7]=[CH:8][CH:9]=[C:4]([N+:1]([O-:3])=[O:2])[CH:5]=2)[N:23]=1 |f:1.2,3.4|. Reported procedure: A mixture of 2-[(3-nitrophenyl)methylene]-3-oxobutanoic acid, ethyl ester (16.46 g, 62.6 mmol), o-methylisourea hydrogen sulfate (14.00 g, 81.4 mmol), and sodium bicarbonate (15.8 g, 18.8 mmol) in dimethylformamide (9.4 ml) was heated at 70° C. (oil bath) under argon overnight. The cooled reaction was diluted with water and extracted with ethyl acetate. The organic phase was washed several times with water, washed with saturated sodium chloride, dried (potassium carbonate) and evaporated. The re... Starting materials: [N+](=[N-])=C1C(OC2=CC=CC=C2C1=O)=O (3-diazo-4-oxo-3,4-dihydrocoumarin), ClS(=O)(=O)O (chlorosulfonic acid), ice. Solvent: C(C)O (ethanol). Run at temperature 50 celsius. Yields the product ClS(=O)(=O)C=1C=C2C(C(C(OC2=CC1)=O)=[N+]=[N-])=O (6-chlorosulfonyl-3-diazo-4-oxo-3,4-dihydrocoumarin). Isolated yield 81.2%. RXN SMILES: [N+:1](=[C:3]1[C:12](=[O:13])[C:11]2[C:6](=[CH:7][CH:8]=[CH:9][CH:10]=2)[O:5][C:4]1=[O:14])=[N-:2].[Cl:15][S:16](O)(=[O:18])=[O:17]>C(O)C>[Cl:15][S:16]([C:9]1[CH:10]=[C:11]2[C:6](=[CH:7][CH:8]=1)[O:5][C:4](=[O:14])[C:3](=[N+:1]=[N-:2])[C:12]2=[O:13])(=[O:18])=[O:17]. Reported procedure: A 250 mL three-necked round-bottom flask equipped with a magnetic stirrer, water bath, nitrogen inlet and bubbler, thermometer and temperature controller was charged with 3-diazo-4-oxo-3,4-dihydrocoumarin (10.1 g, 53.7 mmol) prepared in accordance with Example 1 and chlorosulfonic acid (75.1 g). The reaction mixture was then heated to 50° C. and maintained at 50° C. for 42 hours, during which time HPLC analysis showed 99% conversion. The reaction was allowed to cool and was poured slowly, in por... Starting materials: C(=O)([O-])[O-].[Ca+2] (CaCO3), OP(=O)(O)O (H3PO4), O=P12OP3(=O)OP(=O)(O1)OP(=O)(O2)O3 (P2O5). Product: P(=O)([O-])([O-])[O-].[Ca+2].P(=O)([O-])([O-])[O-].[Ca+2].[Ca+2] (calcium phosphate). As a reaction SMILES: C([O-])([O-])=O.[Ca+2:5].[OH:6][P:7]([OH:10])([OH:9])=[O:8].[O:11]=[P:12]12[O:23]P3(OP(OP(O3)([O:19]1)=O)(=O)[O:13]2)=O>>[P:7]([O-:10])([O-:9])([O-:8])=[O:6].[Ca+2:5].[P:12]([O-:23])([O-:19])([O-:13])=[O:11].[Ca+2:5].[Ca+2:5] |f:0.1,4.5.6.7.8|. Procedure details: CaCO3 and H3PO4 were mixed in such amounts that correspond to 47 mol % (26% by weight) of CaO and 53 mol % (74% by weight) of P2O5, respectively. The mixture was treated in the same manner as in Example 1 to obtain calcium phosphate type crystallizable glass. The glass was subjected to crystallizing treatment at 650° C. for 20 hours. The properties of the crystallized glass having an atomic ratio of Ca/P of 0.44 thereby obtained, are shown in Table 1. The reactants are ClC1=CC(=CC=C1)C(=O)OO (m-chloroperbenzoic acid), C(C1=CC=CC=C1)N1CCC(CC1)N1C(=C(C=C1)C1=CC=C(C=C1)F)C1=NC(=NC=C1)SC (1-(1-benzylpiperidin-4-yl)-3-(4-fluorophenyl)-2-(2-methylthiopyrimidin-4-yl)-1H-pyrrole), aqueous solution, S(=S)(=O)([O-])[O-].[Na+].[Na+] (sodium thiosulfate). Solvent: C(C)(=O)OCC (ethyl acetate). Conditions: time 2 day. Yields the product C(C1=CC=CC=C1)N1CCC(CC1)N1C(=C(C=C1)C1=CC=C(C=C1)F)C1=NC(=NC=C1)S(=O)(=O)C (1-(1-benzylpiperidin-4-yl)-3-(4-fluorophenyl)-2-(2-methanesulfonylpyrimidin-4-yl)-1H-pyrrole). Isolated yield 66.0%. As a reaction SMILES: Cl[C:2]1C=CC=C(C(OO)=O)C=1.[CH2:12]([N:19]1[CH2:24][CH2:23][CH:22]([N:25]2[CH:29]=[CH:28][C:27]([C:30]3[CH:35]=[CH:34][C:33]([F:36])=[CH:32][CH:31]=3)=[C:26]2[C:37]2[CH:42]=[CH:41][N:40]=[C:39](SC)[N:38]=2)[CH2:21][CH2:20]1)[C:13]1[CH:18]=[CH:17][CH:16]=[CH:15][CH:14]=1.[S:45]([O-:49])([O-])(=[O:47])=S.[Na+].[Na+]>C(OCC)(=O)C>[CH2:12]([N:19]1[CH2:24][CH2:23][CH:22]([N:25]2[CH:29]=[CH:28][C:27]([C:30]3[CH:35]=[CH:34][C:33]([F:36])=[CH:32][CH:31]=3)=[C:26]2[C:37]2[CH:42]=[CH:41][N:40]=[C:39]([S:45]([CH3:2])(=[O:49])=[O:47])[N:38]=2)[CH2:21][CH2:20]1)[C:13]1[CH:18]=[CH:17][CH:16]=[CH:15][CH:14]=1 |f:2.3.4|. Reported procedure: 3.51 g (15.26 mmol) of 69–75 wt. % of m-chloroperbenzoic acid were added in small portions to a solution of 3.50 g (7.63 mmol) of 1-(1-benzylpiperidin-4-yl)-3-(4-fluorophenyl)-2-(2-methylthiopyrimidin-4-yl)-1H-pyrrole [prepared as described in step 42(i) above] in 35 ml of ethyl acetate with ice-cooling. The resulting mixture was stirred at room temperature 2 days, after which a 10% aqueous solution of sodium thiosulfate was added to the reaction mixture followed by extraction with ethyl acetate...